Dataset: the Open Reaction Database (ORD), a public repository of structured organic reaction records. Task: describe an organic reaction: reactants, conditions, products, and yield Reactants: CCN(C(C)C)C(C)C, c1ccc(N2CCNCC2)cc1, Cc1cc(CCC=O)n(-c2ccccc2)n1. Yields the product Cc1cc(CCCN2CCN(c3ccccc3)CC2)n(-c2ccccc2)n1. Reaction SMILES: [CH:29]([N:30]([CH2:31][CH3:32])[CH:33]([CH3:34])[CH3:35])([CH3:36])[CH3:37].[c:17]1([N:23]2[CH2:24][CH2:25][NH:26][CH2:27][CH2:28]2)[cH:18][cH:19][cH:20][cH:21][cH:22]1.[c:1]1(-[n:7]2[n:8][c:9]([CH3:16])[cH:10][c:11]2[CH2:12][CH2:13][CH:14]=[O:15])[cH:2][cH:3][cH:4][cH:5][cH:6]1>>[c:1]1(-[n:7]2[n:8][c:9]([CH3:16])[cH:10][c:11]2[CH2:12][CH2:13][CH2:14][N:26]2[CH2:25][CH2:24][N:23]([c:17]3[cH:18][cH:19][cH:20][cH:21][cH:22]3)[CH2:28][CH2:27]2)[cH:2][cH:3][cH:4][cH:5][cH:6]1. Starting materials: C(C(=O)Cl)(=O)Cl (Oxalyl chloride), C(#N)C1=C(C(=O)[O-])C=CC=N1.[K+] (potassium 2-cyanonicotinate), ClC1=CC=C(C=NO)C=C1 (4-chlorobenzaldehyde oxime), N1=CC=CC=C1 (pyridine). The solvent is ClCCl (dichloromethane), ClCCl (dichloromethane). Conditions: temperature 20 celsius, time 2 hour. Product: C(#N)C1=NC=CC=C1C(=O)ON=CC1=CC=C(C=C1)Cl (4-Chlorobenzaldehyde O-(2-cyano-3-pyridylcarbonyl)oxime). The yield is 77.0%. RXN SMILES: C(Cl)(=O)C(Cl)=O.[C:7]([C:9]1[N:17]=[CH:16][CH:15]=[CH:14][C:10]=1[C:11]([O-:13])=[O:12])#[N:8].[K+].[Cl:19][C:20]1[CH:28]=[CH:27][C:23]([CH:24]=[N:25]O)=[CH:22][CH:21]=1.N1C=CC=CC=1>ClCCl>[C:7]([C:9]1[C:10]([C:11]([O:13][N:25]=[CH:24][C:23]2[CH:27]=[CH:28][C:20]([Cl:19])=[CH:21][CH:22]=2)=[O:12])=[CH:14][CH:15]=[CH:16][N:17]=1)#[N:8] |f:1.2|. Procedure details: Oxalyl chloride (2.8 g, 0.022 mole) is added dropwise to a suspension of potassium 2-cyanonicotinate (4.1 g, 0.022 mole) in dichloromethane (40 ml). The mixture is then heated under reflux for one hour. A solution of 4-chlorobenzaldehyde oxime (3.1 g, 0.02 mole) and pyridine (1.6 g, 0.02 mole) in dichloromethane (20 ml) is then added to the mixture, at 20° C. The mixture is then stirred for 2 hours at 20° C. The solvent is evaporated off and the residue treated with water (50 ml). The solid form... The reactants are ice water, ClC1=C(C=CC(=C1)Cl)OCS(=O)C (2,4-dichloro-1-methanesulfinylmethoxy-benzene), C(C)(=O)Cl (acetylchloride). Run in C(Cl)Cl (DCM), C(Cl)Cl (DCM). Reaction conditions: time 2 hour. The product is ClC1=C(C=CC(=C1)Cl)OCCl (2,4-dichloro-1-chloromethoxy-benzene). The yield is 98.9%. Reaction SMILES: [Cl:1][C:2]1[CH:7]=[C:6]([Cl:8])[CH:5]=[CH:4][C:3]=1[O:9][CH2:10]S(C)=O.C([Cl:17])(=O)C>C(Cl)Cl>[Cl:1][C:2]1[CH:7]=[C:6]([Cl:8])[CH:5]=[CH:4][C:3]=1[O:9][CH2:10][Cl:17]. Procedure: To an ice-water cooled solution of 2,4-dichloro-1-methanesulfinylmethoxy-benzene (8 g, 33.46 mmol) in DCM (100 mL) was added dropwise a solution of acetylchloride (2.6 mL, 36.80 mmol) in DCM (10 mL). The reaction mixture was allowed to reach room temperature during 2 hrs at which time the volatiles were evaporated in vacuo affording ˜7 g of crude 2,4-dichloro-1-chloromethoxy-benzene which was used without further purification. As a reaction SMILES: [CH2:1]([O:3][C:4](=[O:40])[CH2:5][O:6][C:7]1[C:12]([CH3:13])=[CH:11][C:10]([N:14](C(OC(C)(C)C)=O)[CH2:15][C:16]2[S:20][C:19]([C:21]3[CH:26]=[CH:25][C:24]([C:27]([F:30])([F:29])[F:28])=[CH:23][CH:22]=3)=[N:18][C:17]=2[CH3:31])=[CH:9][C:8]=1[CH3:39])[CH3:2].C(O)(C(F)(F)F)=O>C(Cl)Cl>[CH2:1]([O:3][C:4](=[O:40])[CH2:5][O:6][C:7]1[C:12]([CH3:13])=[CH:11][C:10]([NH:14][CH2:15][C:16]2[S:20][C:19]([C:21]3[CH:22]=[CH:23][C:24]([C:27]([F:29])([F:28])[F:30])=[CH:25][CH:26]=3)=[N:18][C:17]=2[CH3:31])=[CH:9][C:8]=1[CH3:39])[CH3:2]. The reactants are C(C)OC(COC1=C(C=C(C=C1C)N(CC1=C(N=C(S1)C1=CC=C(C=C1)C(F)(F)F)C)C(=O)OC(C)(C)C)C)=O ((4-{tert-butoxycarbonyl-[4-methyl-2-(4-trifluoromethyl-phenyl)-thiazol-5-ylmethyl]-amino}-2,6-dimethyl-phenoxy)-acetic acid ethyl ester), C(=O)(C(F)(F)F)O (TFA). Procedure: 0.360 g (0.62 mmol) of the above prepared (4-{tert-butoxycarbonyl-[4-methyl-2-(4-trifluoromethyl-phenyl)-thiazol-5-ylmethyl]-amino}-2,6-dimethyl-phenoxy)-acetic acid ethyl ester was dissolved in 6.25 ml of CH2Cl2 and treated dropwise with 1.59 ml of TFA (33 eq.). After additional 30 min at RT, the bulk of the solvents was removed i. V. and the residue distributed between cold NaHCO3-solution and EtOAc. Washing of the organic layer with cold water and brine, drying over magnesium sulfate, and eva... Yields the product C(C)OC(COC1=C(C=C(C=C1C)NCC1=C(N=C(S1)C1=CC=C(C=C1)C(F)(F)F)C)C)=O ((2,6-Dimethyl-4-{[4-methyl-2-(4-trifluoromethyl-phenyl)-thiazol-5-ylmethyl]-amino}-phenoxy)-acetic acid ethyl ester). Conditions: time 30 minute. The solvent is C(Cl)Cl (CH2Cl2). Starting materials: BrC1=CC=C(C=N1)C(C(F)(F)F)O (1-(6-bromopyridin-3-yl)-2,2,2-trifluoroethanol), CN1N=CC(=C1)B1OC(C(O1)(C)C)(C)C (1-methyl-4-(4,4,5,5-tetramethyl-1,3,2-dioxaborolan-2-yl)-1H-pyrazole), C([O-])([O-])=O.[Cs+].[Cs+] (cesium carbonate), C1(CCCCC1)P(C1CCCCC1)C1CCCCC1 (tricyclohexylphosphine). The reagents and catalysts are C=1C=CC(=CC1)/C=C/C(=O)/C=C/C2=CC=CC=C2.C=1C=CC(=CC1)/C=C/C(=O)/C=C/C2=CC=CC=C2.C=1C=CC(=CC1)/C=C/C(=O)/C=C/C2=CC=CC=C2.[Pd].[Pd] (tris(dibenzylideneacetone)dipalladium). The solvent is O (Water), O1CCOCC1 (1,4-dioxane), O (water). Conditions: temperature 80 celsius, time 2 hour. The product is FC(C(O)C=1C=NC(=CC1)C=1C=NN(C1)C)(F)F (2,2,2-trifluoro-1-(6-(1-methyl-1H-pyrazol-4-yl)pyridin-3-yl)ethanol). Reaction SMILES: Br[C:2]1[N:7]=[CH:6][C:5]([CH:8]([OH:13])[C:9]([F:12])([F:11])[F:10])=[CH:4][CH:3]=1.[CH3:14][N:15]1[CH:19]=[C:18](B2OC(C)(C)C(C)(C)O2)[CH:17]=[N:16]1.C(=O)([O-])[O-].[Cs+].[Cs+].C1(P(C2CCCCC2)C2CCCCC2)CCCCC1>O1CCOCC1.C1C=CC(/C=C/C(/C=C/C2C=CC=CC=2)=O)=CC=1.C1C=CC(/C=C/C(/C=C/C2C=CC=CC=2)=O)=CC=1.C1C=CC(/C=C/C(/C=C/C2C=CC=CC=2)=O)=CC=1.[Pd].[Pd].O>[F:10][C:9]([F:12])([F:11])[CH:8]([C:5]1[CH:6]=[N:7][C:2]([C:18]2[CH:17]=[N:16][N:15]([CH3:14])[CH:19]=2)=[CH:3][CH:4]=1)[OH:13] |f:2.3.4,7.8.9.10.11|. Reported procedure: In 1,4-dioxane (2.0 mL) was dissolved 1-(6-bromopyridin-3-yl)-2,2,2-trifluoroethanol (98.6 mg, 0.385 mmol). To the solution were added 1-methyl-4-(4,4,5,5-tetramethyl-1,3,2-dioxaborolan-2-yl)-1H-pyrazole (120 mg, 0.578 mmol), cesium carbonate (188 mg, 0.578 mmol), tris(dibenzylideneacetone)dipalladium (5.3 mg, 0.0058 mmol), tricyclohexylphosphine (3.9 mg, 0.0139 mmol) and water (0.2 mL), and the mixture was stirred at 80° C. for 2 hours. Water was added to the reaction mixture. Extraction with e... Yields the product ClC=1C(=NC(=NC1C=1OC=CC1)N)NCCOC (5-Chloro-6-furan-2-yl-N4-(2-methoxy-ethyl)-pyrimidine-2,4-diamine). As a reaction SMILES: [Cl:1][C:2]1[C:3]([C:12]2[O:13][CH:14]=[CH:15][CH:16]=2)=[N:4][C:5]([NH2:11])=[N:6][C:7]=1S(C)=O.[CH3:17][O:18][CH2:19][CH2:20][NH2:21]>COCCOC>[Cl:1][C:2]1[C:7]([NH:21][CH2:20][CH2:19][O:18][CH3:17])=[N:6][C:5]([NH2:11])=[N:4][C:3]=1[C:12]1[O:13][CH:14]=[CH:15][CH:16]=1. The solvent is COCCOC (DME). Procedure: From 5-chloro-4-furan-2-yl-6-methanesulfinyl-pyrimidin-2-yl-amine and 2-methoxyethylamine in DME. ES-MS m/e (%): 271 (M{37Cl}+H+, 43), 269 (M{35Cl}+H+, 100). The reactants are ClC=1C(=NC(=NC1S(=O)C)N)C=1OC=CC1 (5-chloro-4-furan-2-yl-6-methanesulfinyl-pyrimidin-2-yl-amine), M{35Cl} H+, COCCN (2-methoxyethylamine), M{37Cl} H+. The reactants are ClCCC[Si](OC)(OC)OC (Chloropropyltrimethoxysilane), ClC(C)(Cl)Cl (1,1,1-trichloroethane), NCCN1CCNCC1 (1-(2-aminoethyl)- piperazine). Run at temperature 80 celsius. Product: CO[Si](CCCNCCN1CCNCC1)(OC)OC (1-[2-[3-(trimethoxysilyl)- propyl]aminoethyl]piperazine). Isolated yield 93.7%. RXN SMILES: Cl[CH2:2][CH2:3][CH2:4][Si:5]([O:10][CH3:11])([O:8][CH3:9])[O:6][CH3:7].ClC(Cl)(Cl)C.[NH2:17][CH2:18][CH2:19][N:20]1[CH2:25][CH2:24][NH:23][CH2:22][CH2:21]1>>[CH3:7][O:6][Si:5]([O:10][CH3:11])([O:8][CH3:9])[CH2:4][CH2:3][CH2:2][NH:17][CH2:18][CH2:19][N:20]1[CH2:25][CH2:24][NH:23][CH2:22][CH2:21]1. Procedure: A one-liter, four-necked flask was equipped with a thermometer, a condensor, an inlet tube for nitrogen gas and an outlet tube for vent gases. Chloropropyltrimethoxysilane (198.72 g) was introduced into the flask, together with 50 g of anhydrrous 1,1,1-trichloroethane and 86.14 g of 1-(2-aminoethyl)- piperazine. The mixture was heated to 80° C. with continuous agitation for four hours and then cooled to room temperature. The reaction mixture was rapidly filtered to collect the 1-(2-aminoethyl)pi... The reactants are O=C1NC2=C(CCN1C1CCN(CC1)C(=O)O[C@H](C(C1=CC(=C(C(=C1)[N+](=O)[O-])N)C)=C=O)OC)C=CC=C2 ((R)-2-(4-amino-3-methyl-5-nitro-phenyl)-1-methoxy-carbonyl-ethyl 4-(2-oxo-1,2,4,5-tetrahydro-1,3-benzodiazepin-3-yl)-piperidine-1-carboxylate), CO (MeOH), [H][H] (hydrogen). The product is O=C1NC2=C(CCN1C1CCN(CC1)C(=O)O[C@H](CC1=CC(=C(C(=C1)C)N)N)C(=O)OC)C=CC=C2 ((R)-2-(3,4-diamino-5-methyl-phenyl)-1-methoxycarbonyl-ethyl 4-(2-oxo-1,2,4,5-tetrahydro-1,3-benzodiazepin-3-yl)-piperidine-1-carboxylate). As a reaction SMILES: O=C1[N:8]([CH:9]2[CH2:14][CH2:13][N:12]([C:15]([O:17][C@@H:18](OC)[C:19](=C=O)[C:20]3[CH:25]=[C:24]([N+:26]([O-])=O)[C:23]([NH2:29])=[C:22]([CH3:30])[CH:21]=3)=[O:16])[CH2:11][CH2:10]2)[CH2:7][CH2:6][C:5]2[CH:35]=[CH:36][CH:37]=[CH:38][C:4]=2[NH:3]1.[H][H].[CH3:41][OH:42]>>[O:42]=[C:41]1[N:8]([CH:9]2[CH2:14][CH2:13][N:12]([C:15]([O:17][C@@H:18]([C:15]([O:17][CH3:18])=[O:16])[CH2:19][C:20]3[CH:21]=[C:22]([CH3:30])[C:23]([NH2:29])=[C:24]([NH2:26])[CH:25]=3)=[O:16])[CH2:11][CH2:10]2)[CH2:7][CH2:6][C:5]2[CH:35]=[CH:36][CH:37]=[CH:38][C:4]=2[NH:3]1. Reported procedure: A solution of 2.00 g (3.24 mmol) (R)-2-(4-amino-3-methyl-5-nitro-phenyl)-1-methoxy-carbonyl-ethyl 4-(2-oxo-1,2,4,5-tetrahydro-1,3-benzodiazepin-3-yl)-piperidine-1-carboxylate (Example 3e, purity 85%) in 100 mL MeOH was hydrogenated for 3.5 h at 50° C. and 3447 hPa hydrogen pressure. The catalyst was filtered off and the filtrate was evaporated down i.vac. The residue was purified by chromatography (Alox, activity stage II-III, gradient DCM/MeOH 30:1 to 15:1). Starting materials: C(CCCCCCCCCCC)S (dodecyl mercaptan), CCCCCC(C)(CC)C(=O)OOC(C)(C)C (t-butyl perneodecanoate). The solvent is C1(=CC=CC=C1)C (toluene). Product: C(C=C)(=O)OCC (ethyl acrylate), C(C(=C)C)(=O)OCCCCCCCCCC (n-decyl methacrylate). RXN SMILES: [CH2:1](S)[CH2:2][CH2:3][CH2:4][CH2:5][CH2:6][CH2:7][CH2:8][CH2:9][CH2:10][CH2:11][CH3:12].CCCC[CH2:18][C:19]([C:23]([O:25]OC(C)(C)C)=[O:24])([CH2:21]C)[CH3:20]>C1(C)C=CC=CC=1>[C:23]([O:25][CH2:1][CH3:2])(=[O:24])[CH:19]=[CH2:21].[C:23]([O:25][CH2:3][CH2:4][CH2:5][CH2:6][CH2:7][CH2:8][CH2:9][CH2:10][CH2:11][CH3:12])(=[O:24])[C:19]([CH3:20])=[CH2:18]. Procedure details: 350 g of toluene, 135 g of ethyl acrylate, and 15 g of n-decyl methacrylate were polymerized with stirring in a reaction flask at 50°-60° C. under argon with 0.3 g of dodecyl mercaptan as a regulator and 2 g of t-butyl perneodecanoate as initiator. After about 30 minutes of reaction, the mixture was precipitated in methanol and the polymer was dried under vacuum.